From a dataset of the Open Reaction Database (ORD), a public repository of structured organic reaction records. describe an organic reaction: reactants, conditions, products, and yield RXN SMILES: [OH:1][C:2]1[CH:11]=[CH:10][CH:9]=[C:8]([OH:12])[C:3]=1[C:4]([O:6][CH3:7])=[O:5].Br[CH2:14][C:15]([O:17][CH3:18])=[O:16]>>[OH:1][C:2]1[CH:11]=[CH:10][CH:9]=[C:8]([O:12][CH2:14][C:15]([O:17][CH3:18])=[O:16])[C:3]=1[C:4]([O:6][CH3:7])=[O:5]. Procedure: The subtitle compound was prepared from the product of step (i) (10 g) and methyl bromacetate (5.5 ml) by the method of example 11 step (i). Purified by chromatography eluting with 20% ethyl acetate in isohexane. Yield 3.68 g. The product is OC1=C(C(=O)OC)C(=CC=C1)OCC(=O)OC (2-Hydroxy-6-[methoxycarbonylmethoxy]benzoic acid, methyl ester). The reactants are OC1=C(C(=O)OC)C(=CC=C1)O (2,6-Dihydroxybenzoic acid, methyl ester), BrCC(=O)OC (methyl bromacetate).